This data is from the Open Reaction Database (ORD), a public repository of structured organic reaction records. The task is: describe an organic reaction: reactants, conditions, products, and yield Starting materials: CCOC=C(C(=O)OCC)C(=O)OCC, CO, ClCCl, Nc1ccc(CO)cc1I. Reaction SMILES: [CH2:11]([O:12][CH:14]=[C:15]([C:16](=[O:17])[O:18][CH2:19][CH3:20])[C:21](=[O:22])[O:23][CH2:24][CH3:25])[CH3:13].[CH3:29][OH:30].[Cl:26][CH2:27][Cl:28].[NH2:1][c:2]1[c:3]([I:10])[cH:4][c:5]([CH2:8][OH:9])[cH:6][cH:7]1>>[NH:1]([c:2]1[c:3]([I:10])[cH:4][c:5]([CH2:8][OH:9])[cH:6][cH:7]1)[CH:14]=[C:15]([C:16](=[O:17])[O:18][CH2:19][CH3:20])[C:21](=[O:22])[O:23][CH2:24][CH3:25]. The product is CCOC(=O)C(=CNc1ccc(CO)cc1I)C(=O)OCC. The reactants are C(C)C1=NN2C(C3=C(C=C2)OC(=C3)C)=C1C(=O)OCC (ethyl 2-ethyl-8-methylfuro[3,2-c]pyrazolo[1,5-a]pyridine-1-carboxylate), [H-].[Al+3].[Li+].[H-].[H-].[H-] (lithium aluminum hydride), O.O.O.O.O.O.O.O.O.O.S(=O)(=O)([O-])[O-].[Na+].[Na+] (Sodium sulfate decahydrate). Run in O1CCCC1 (tetrahydrofuran), O1CCCC1 (tetrahydrofuran). Reaction conditions: time 30 minute. Product: C(C)C1=NN2C(C3=C(C=C2)OC(=C3)C)=C1CO ((2-ethyl-8-methylfuro[3,2-c]pyrazolo[1,5-a]pyridin-1-yl)methanol). Yield: 124.1%. RXN SMILES: [H-].[Al+3].[Li+].[H-].[H-].[H-].[CH2:7]([C:9]1[C:21]([C:22](OCC)=[O:23])=[C:12]2[C:13]3[CH:19]=[C:18]([CH3:20])[O:17][C:14]=3[CH:15]=[CH:16][N:11]2[N:10]=1)[CH3:8].O.O.O.O.O.O.O.O.O.O.S([O-])([O-])(=O)=O.[Na+].[Na+]>O1CCCC1>[CH2:7]([C:9]1[C:21]([CH2:22][OH:23])=[C:12]2[C:13]3[CH:19]=[C:18]([CH3:20])[O:17][C:14]=3[CH:15]=[CH:16][N:11]2[N:10]=1)[CH3:8] |f:0.1.2.3.4.5,7.8.9.10.11.12.13.14.15.16.17.18.19|. Procedure details: To a suspension of 80% lithium aluminum hydride (293 mg, 7.91 mmol) in tetrahydrofuran (16 mL) was added a solution of ethyl 2-ethyl-8-methylfuro[3,2-c]pyrazolo[1,5-a]pyridine-1-carboxylate (430 mg, 1.26 mmol) in tetrahydrofuran (16 mL) under ice-cooling, and the mixture was stirred at room temperature for 30 min. Sodium sulfate decahydrate (4.3 g) was added under ice-cooling, and the insoluble material was filtered off. The filtrate was concentrated under reduced pressure, and the residue was w... Reactants: C(N)(=O)C1(CC1)C1=C(CCC2=NC(=NC=C2Cl)NC=2C=NN(C2)C2CN(CC2)C(=O)OC(C)(C)C)C=CC=C1 (tert-butyl 3-(4-(4-(2-(1-carbamoylcyclopropyl)phenethyl)-5-chloropyrimidin-2-ylamino)-1H-pyrazol-1-yl)pyrrolidine-1-carboxylate), Cl (HCl), Cl (HCl), Cl (HCl). Run in C(Cl)Cl (DCM), O1CCOCC1 (1,4-dioxane), O1CCOCC1 (1,4-dioxane), O1CCOCC1 (dioxane). Reaction conditions: time 16 hour. Yields the product ClC=1C(=NC(=NC1)NC=1C=NN(C1)C1CNCC1)CCC1=C(C=CC=C1)C1(CC1)C(=O)N (1-(2-(2-(5-Chloro-2-(1-(pyrrolidin-3-yl)-1H-pyrazol-4-ylamino)pyrimidin-4-yl)ethyl)phenyl)cyclopropanecarboxamide). Reaction SMILES: [C:1]([C:4]1([C:7]2[CH:39]=[CH:38][CH:37]=[CH:36][C:8]=2[CH2:9][CH2:10][C:11]2[C:16]([Cl:17])=[CH:15][N:14]=[C:13]([NH:18][C:19]3[CH:20]=[N:21][N:22]([CH:24]4[CH2:28][CH2:27][N:26](C(OC(C)(C)C)=O)[CH2:25]4)[CH:23]=3)[N:12]=2)[CH2:6][CH2:5]1)(=[O:3])[NH2:2].Cl>C(Cl)Cl.O1CCOCC1>[Cl:17][C:16]1[C:11]([CH2:10][CH2:9][C:8]2[CH:36]=[CH:37][CH:38]=[CH:39][C:7]=2[C:4]2([C:1]([NH2:2])=[O:3])[CH2:5][CH2:6]2)=[N:12][C:13]([NH:18][C:19]2[CH:20]=[N:21][N:22]([CH:24]3[CH2:28][CH2:27][NH:26][CH2:25]3)[CH:23]=2)=[N:14][CH:15]=1. Reported procedure: To a stirred solution of tert-butyl 3-(4-(4-(2-(1-carbamoylcyclopropyl)phenethyl)-5-chloropyrimidin-2-ylamino)-1H-pyrazol-1-yl)pyrrolidine-1-carboxylate A21 (0.164 g, 0.297 mmol) in DCM (5 mL) was added 4 M HCl solution in 1,4-dioxane (0.223 mL). The mixture was stirred for 5 hours before additional 4 M HCl in dioxane (3 eq.) was added and the mixture stirred for another 16 hours. Another portion of 4 M HCl in 1,4-dioxane (2 mL) was added and the mixture was stirred for 16 hours. The solvent was... Starting materials: C=CC(=O)OC, CCO, NC(C(=O)N1CC(c2cc(F)ccc2F)=CC1c1ccccc1)C1CC1, C1COCCO1. The product is COC(=O)CCNC(C(=O)N1CC(c2cc(F)ccc2F)=CC1c1ccccc1)C1CC1. Reaction SMILES: [C:27]([CH:28]=[CH2:29])(=[O:30])[O:31][CH3:32].[CH3:33][CH2:34][OH:35].[CH:1]1([CH:4]([C:5](=[O:6])[N:7]2[CH:8]([c:20]3[cH:21][cH:22][cH:23][cH:24][cH:25]3)[CH:9]=[C:10]([c:12]3[c:13]([F:19])[cH:14][cH:15][c:16]([F:18])[cH:17]3)[CH2:11]2)[NH2:26])[CH2:2][CH2:3]1.[O:36]1[CH2:37][CH2:38][O:39][CH2:40][CH2:41]1>>[CH:1]1([CH:4]([C:5](=[O:6])[N:7]2[CH:8]([c:20]3[cH:21][cH:22][cH:23][cH:24][cH:25]3)[CH:9]=[C:10]([c:12]3[c:13]([F:19])[cH:14][cH:15][c:16]([F:18])[cH:17]3)[CH2:11]2)[NH:26][CH2:29][CH2:28][C:27](=[O:30])[O:31][CH3:32])[CH2:2][CH2:3]1. Reactants: ClC1=CC(=C(C#N)C=C1)NC(=O)OCC (4-chloro-2-(ethoxycarbonylamino)benzonitrile), Br.BrCC(=O)C=1C=NC=CC1 (3-(bromoacetyl)pyridine hydrobromide). Yields the product NC1=C(N(C2=CC(=CC=C12)Cl)C(=O)OCC)C(C1=CN=CC=C1)=O (3-Amino-6-chloro-1-ethoxycarbonyl-2-(nicotinoyl)indole). Reaction SMILES: [Cl:1][C:2]1[CH:9]=[CH:8][C:5]([C:6]#[N:7])=[C:4]([NH:10][C:11]([O:13][CH2:14][CH3:15])=[O:12])[CH:3]=1.Br.Br[CH2:18][C:19]([C:21]1[CH:22]=[N:23][CH:24]=[CH:25][CH:26]=1)=[O:20]>>[NH2:7][C:6]1[C:5]2[C:4](=[CH:3][C:2]([Cl:1])=[CH:9][CH:8]=2)[N:10]([C:11]([O:13][CH2:14][CH3:15])=[O:12])[C:18]=1[C:19](=[O:20])[C:21]1[CH:26]=[CH:25][CH:24]=[N:23][CH:22]=1 |f:1.2|. Reported procedure: The title compound was prepared according to the procedure described in step 2 of Example 1 from 4-chloro-2-(ethoxycarbonylamino)benzonitrile (Example 1, step 1) and 3-(bromoacetyl)pyridine hydrobromide (H. McKennis et al., J. Org. Chem., 1963, 387). 1H-NMR (CDCl3) δ: 8.95 (1H, dd, J=0.7, 2.2 Hz), 8.70 (1H, dd, J=1.8, 4.8 Hz), 8.23 (1H, d, J=1.5 Hz), 8.03-7.99 (1H, m), 7.57 (1H, d, J=8.4 Hz), 7.41-7.28 (2H, m), 6.08 (2H, br s), 3.87 (2H, q, J=7.0 Hz), 0.92 (3H, t, J=7.0 Hz) Reactants: CCOC(=O)c1csc(CBr)n1, C1CCOC1, CN, CCOC(C)=O. The product is CCOC(=O)c1csc(CNC)n1. RXN SMILES: [Br:1][CH2:2][c:3]1[s:4][cH:5][c:6]([C:8](=[O:9])[O:10][CH2:11][CH3:12])[n:7]1.[CH2:15]1[O:16][CH2:17][CH2:18][CH2:19]1.[CH3:13][NH2:14].[CH3:20][CH2:21][O:22][C:23]([CH3:24])=[O:25]>>[CH2:2]([c:3]1[s:4][cH:5][c:6]([C:8](=[O:9])[O:10][CH2:11][CH3:12])[n:7]1)[NH:14][CH3:13].